This data is from the Open Reaction Database (ORD), a public repository of structured organic reaction records. The task is: describe an organic reaction: reactants, conditions, products, and yield Starting materials: BrC1=CC=C2C=NC(=NN21)O (7-bromo-pyrrolo[2,1-f][1,2,4]triazin-2-ol), O=S1(CCN(CC1)CC1=CC=C(C=C1)N)=O (4-(1,1-dioxo-1$1(6)-thiomorpholin-4-ylmethyl)-phenylamine). Product: BrC1=CC=C2C=NC(=NN21)NC2=CC=C(C=C2)CN2CCS(CC2)(=O)=O ((7-Bromo-pyrrolo[2,1-f][1,2,4]triazin-2-yl)-[4-(1,1-dioxo-1 $1(6)-thiomorpholin-4-ylmethyl)-phenyl]-amine), foam. The yield is 66.0%. RXN SMILES: [Br:1][C:2]1[N:10]2[C:5]([CH:6]=[N:7][C:8](O)=[N:9]2)=[CH:4][CH:3]=1.[O:12]=[S:13]1(=[O:27])[CH2:18][CH2:17][N:16]([CH2:19][C:20]2[CH:25]=[CH:24][C:23]([NH2:26])=[CH:22][CH:21]=2)[CH2:15][CH2:14]1>>[Br:1][C:2]1[N:10]2[C:5]([CH:6]=[N:7][C:8]([NH:26][C:23]3[CH:24]=[CH:25][C:20]([CH2:19][N:16]4[CH2:17][CH2:18][S:13](=[O:27])(=[O:12])[CH2:14][CH2:15]4)=[CH:21][CH:22]=3)=[N:9]2)=[CH:4][CH:3]=1. Reported procedure: (7-Bromo-pyrrolo[2,1-f][1,2,4]triazin-2-yl)-[4-(1,1-dioxo-1 $1(6)-thiomorpholin-4-ylmethyl)-phenyl]-amine was prepared from 7-bromo-pyrrolo[2,1-f][1,2,4]triazin-2-ol and 4-(1,1-dioxo-1$1(6)-thiomorpholin-4-ylmethyl)-phenylamine in an analogous manner to Example 1052a. Product isolated as a yellow foam (134 mg, 66%). LCMS (m/e) 301 (M—N(CH2)4SO2); 1H-NMR (CDCl3, 400 MHz) δ 8.60 (s, 1H), 7.73 (d, 2H, J=8.5 Hz), 7.31 (d, 2H, J=8.5 Hz), 6.92 (s, 1H), 6.81 (d, 1H, J=4.8 Hz), 6.76 (d, 1H, J=4.8 Hz), 3... Starting materials: CCOC(=O)C#N, CCO, Cl, NO, [Na+], [Na+], O=C([O-])[O-], O. Product: CCOC(=O)C(N)=NO. RXN SMILES: [C:2](#[N:3])[C:4](=[O:5])[O:6][CH2:7][CH3:8].[CH3:18][CH2:19][OH:20].[ClH:9].[NH2:10][OH:11].[Na+:12].[Na+:13].[O-:14][C:15](=[O:16])[O-:17].[OH2:1]>>[OH:1][N:10]=[C:2]([NH2:3])[C:4](=[O:5])[O:6][CH2:7][CH3:8].